Task: describe an organic reaction: reactants, conditions, products, and yield. Dataset: the Open Reaction Database (ORD), a public repository of structured organic reaction records The reactants are NC1=C(N)C=CC=C1OCC1=CC=C(C=C1)OC (2-amino-3-(4-methoxybenzyloxy)-aniline), C(CC)(OCC)(OCC)OCC (triethyl orthopropionate). Run in C(C)(=O)O (acetic acid). Reaction conditions: time 8 hour. The product is C(C)C1=NC2=C(N1)C=CC=C2OCC2=CC=C(C=C2)OC (2-ethyl-4-(4-methoxybenzyloxy)-1H-benzimidazole). Isolated yield 67.7%. Reaction SMILES: [NH2:1][C:2]1[C:8]([O:9][CH2:10][C:11]2[CH:16]=[CH:15][C:14]([O:17][CH3:18])=[CH:13][CH:12]=2)=[CH:7][CH:6]=[CH:5][C:3]=1[NH2:4].[C:19](OCC)(OCC)(OCC)[CH2:20][CH3:21]>C(O)(=O)C>[CH2:20]([C:21]1[NH:4][C:3]2[CH:5]=[CH:6][CH:7]=[C:8]([O:9][CH2:10][C:11]3[CH:16]=[CH:15][C:14]([O:17][CH3:18])=[CH:13][CH:12]=3)[C:2]=2[N:1]=1)[CH3:19]. Procedure: To a stirred solution of 2-amino-3-(4-methoxybenzyloxy)-aniline (1.15 g) in acetic acid (12 ml) was added triethyl orthopropionate (994 mg) at ambient temperature, and the mixture was stirred overnight. The reaction mixture was concentrated in vacuo, and the residue was extracted with dichloromethane. The organic layer was washed with saturated sodium bicarbonate solution and brine, dried over magnesium sulfate and evaporated in vacuo to give 2-ethyl-4-(4-methoxybenzyloxy)-1H-benzimidazole (900 ... Starting materials: C(C)(C)(C)C=1C=C(N(N1)C1=CC(=C(C=C1)Cl)O[Si](C(C)C)(C(C)C)C(C)C)NC(=O)N[C@H]1CC[C@H](C2=CC=CC=C12)OC=1C=CC=2N(C1)C(=NN2)N2CCCCC2 (1-[5-tert-Butyl-2-(4-chloro-3-triisopropylsilanyloxy-phenyl)-2H-pyrazol-3-yl]-3-[(1S,4R)-4-(3-piperidin-1-yl-[1,2,4]triazolo[4,3-a]pyridin-6-yloxy)-1,2,3,4-tetrahydro-naphthalen-1-yl]-urea), CCCC[N+](CCCC)(CCCC)CCCC.[F-] (TBAF). Run in C1CCOC1 (THF). Run at time 15 minute. Yields the product C(C)(C)(C)C=1C=C(N(N1)C1=CC(=C(C=C1)Cl)O)NC(=O)N[C@H]1CC[C@H](C2=CC=CC=C12)OC=1C=CC=2N(C1)C(=NN2)N2CCCCC2 (1-[5-tert-Butyl-2-(4-chloro-3-hydroxy-phenyl)-2H-pyrazol-3-yl]-3-[(1S,4R)-4-(3-piperidin-1-yl-[1,2,4]triazolo[4,3-a]pyridin-6-yloxy)-1,2,3,4-tetrahydro-naphthalen-1-yl]-urea). The yield is 78.9%. RXN SMILES: [C:1]([C:5]1[CH:6]=[C:7]([NH:28][C:29]([NH:31][C@@H:32]2[C:41]3[C:36](=[CH:37][CH:38]=[CH:39][CH:40]=3)[C@H:35]([O:42][C:43]3[CH:44]=[CH:45][C:46]4[N:47]([C:49]([N:52]5[CH2:57][CH2:56][CH2:55][CH2:54][CH2:53]5)=[N:50][N:51]=4)[CH:48]=3)[CH2:34][CH2:33]2)=[O:30])[N:8]([C:10]2[CH:15]=[CH:14][C:13]([Cl:16])=[C:12]([O:17][Si](C(C)C)(C(C)C)C(C)C)[CH:11]=2)[N:9]=1)([CH3:4])([CH3:3])[CH3:2].CCCC[N+](CCCC)(CCCC)CCCC.[F-]>C1COCC1>[C:1]([C:5]1[CH:6]=[C:7]([NH:28][C:29]([NH:31][C@@H:32]2[C:41]3[C:36](=[CH:37][CH:38]=[CH:39][CH:40]=3)[C@H:35]([O:42][C:43]3[CH:44]=[CH:45][C:46]4[N:47]([C:49]([N:52]5[CH2:57][CH2:56][CH2:55][CH2:54][CH2:53]5)=[N:50][N:51]=4)[CH:48]=3)[CH2:34][CH2:33]2)=[O:30])[N:8]([C:10]2[CH:15]=[CH:14][C:13]([Cl:16])=[C:12]([OH:17])[CH:11]=2)[N:9]=1)([CH3:4])([CH3:2])[CH3:3] |f:1.2|. Procedure details: To a solution of Intermediate 48a (198 mg, 0.24 mmol) in THF (4 mL) was added TBAF (1M in THF, 0.29 mL, 0.29 mmol) and the red solution was stirred at RT for 15 min. The solution was concentrated in vacuo, suspended in water (10 mL) and extracted with EtOAc (2×10 mL). The combined organics were washed with brine (10 mL), dried (Na2SO4), filtered and concentrated in vacuo. FCC, using 4-8% MeOH in DCM, gave the title compound (124 mg, 78%). LCMS (Method 5): Rt 4.50 min, m/z 655 [MH+]. 1H NMR (400 ... The reactants are [Br-], C1CCOC1, CCOC(C)=O, C[Mg+], [Cl-], O=C1CC2CCCC(=O)N2C(c2ccc(F)cc2)C1, [NH4+]. Product: CC1(O)CC2CCCC(=O)N2C(c2ccc(F)cc2)C1. As a reaction SMILES: [Br-:1].[CH2:31]1[O:32][CH2:33][CH2:34][CH2:35]1.[CH3:25][CH2:26][O:27][C:28](=[O:29])[CH3:30].[CH3:2][Mg+:3].[Cl-:23].[F:4][c:5]1[cH:6][cH:7][c:8]([CH:11]2[CH2:12][C:13](=[O:22])[CH2:14][CH:15]3[CH2:16][CH2:17][CH2:18][C:19](=[O:21])[N:20]23)[cH:9][cH:10]1.[NH4+:24]>>[F:4][c:5]1[cH:6][cH:7][c:8]([CH:11]2[CH2:12][C:13]([OH:22])([CH3:25])[CH2:14][CH:15]3[CH2:16][CH2:17][CH2:18][C:19](=[O:21])[N:20]23)[cH:9][cH:10]1. Starting materials: ClC1=C(C(=C(C=C1)NC(C(C)(C)C)=O)C)C(F)(F)F (N-(4-chloro-2-methyl-3-(trifluoromethyl)phenyl)pivalamide), CN1CCCC1=O (NMP). Solvent: O (water). Run at temperature 220 celsius. Product: C(#N)C1=C(C(=C(C=C1)NC(C(C)(C)C)=O)C)C(F)(F)F (N-(4-cyano-2-methyl-3-(trifluoromethyl)phenyl)pivalamide). Isolated yield 51.7%. As a reaction SMILES: Cl[C:2]1[CH:7]=[CH:6][C:5]([NH:8][C:9](=[O:14])[C:10]([CH3:13])([CH3:12])[CH3:11])=[C:4]([CH3:15])[C:3]=1[C:16]([F:19])([F:18])[F:17].[CH3:20][N:21]1C(=O)CCC1>O>[C:20]([C:2]1[CH:7]=[CH:6][C:5]([NH:8][C:9](=[O:14])[C:10]([CH3:13])([CH3:12])[CH3:11])=[C:4]([CH3:15])[C:3]=1[C:16]([F:19])([F:18])[F:17])#[N:21]. Procedure details: To a solution of N-(4-chloro-2-methyl-3-(trifluoromethyl)phenyl) pivalamide (3c) (0.4 g, 1.36 mmol) in NMP (5 mL) CuCN (0.3 g, 34.0 mmol) was added at room temperature under nitrogen atmosphere and heated to 220° C. for 36 h. The reaction mixture was slowly brought to room temperature, diluted with water (10 mL) and extracted with EtOAc (3×15 mL). The combined organic extracts were dried over Na2SO4 and concentrated under reduced pressure to give the crude compound which was purified by column c... Reactants: OCC(CO)(COCC(CO)(CO)CO)CO (dipentaerythritol), C(C)(=O)OCC(CO)(COCC(CO)(CO)CO)CO (dipentaerythritol monoacetate), C(C)(=O)OCC(COC(C)=O)(COCC(CO)(CO)CO)CO (dipentaerythritol diacetate). The product is C(C)(=O)OCC(COC(C)=O)(COCC(COC(C)=O)(CO)CO)CO (dipentaerythritol triacetate). Reaction SMILES: [OH:1][CH2:2][C:3](CO)(COCC(CO)(CO)CO)CO.C(OCC(CO)(COCC(CO)(CO)CO)CO)(=O)C.[C:38]([O:41][CH2:42][C:43]([CH2:59][OH:60])([CH2:49][O:50][CH2:51][C:52]([CH2:57][OH:58])([CH2:55][OH:56])[CH2:53][OH:54])[CH2:44][O:45][C:46](=[O:48])[CH3:47])(=[O:40])[CH3:39]>>[C:38]([O:41][CH2:42][C:43]([CH2:59][OH:60])([CH2:49][O:50][CH2:51][C:52]([CH2:55][OH:56])([CH2:57][OH:58])[CH2:53][O:54][C:2](=[O:1])[CH3:3])[CH2:44][O:45][C:46](=[O:48])[CH3:47])(=[O:40])[CH3:39]. Procedure: In each of Runs 1 to 4 shown in Table 1 below, a mixture having a melting point of 70° to 92° C. and composed of dipentaerythritol, dipentaerythritol monoacetate, dipentaerythritol diacetate and dipentaerythritol triacetate was produced by melting the materials together. Yields the product C(C)(=O)N1[C@H](C[C@H](C2=CC(=CC=C12)C1=CC=C(C(=O)O)C=C1)NC1=CC=C(C=C1)Cl)C (4-{(2S,4R)-1-acetyl-4-[(4-chlorophenyl)amino]-2-methyl-1,2,3,4-tetrahydro-6-quinolinyl}benzoic acid). The yield is 87.0%. Reaction conditions: time 2 hour. Procedure: Ethyl 4-{(2S,4R)-1-acetyl-4-[(4-chlorophenyl)amino]-2-methyl-1,2,3,4-tetrahydro-6-quinolinyl}benzoate (for a preparation see Intermediate 17) (5.41 g, 11.69 mmol) was dissolved in ethanol (100 mL) and the solution was treated with aqueous NaOH solution (2M, 50 mL, 100 mmol). The resulting mixture was stirred at room temperature (air atmosphere) for approximately 2 h then most of the ethanol was removed in vacuo. The resulting yellow solution was diluted with water (resulting in the formation of ... RXN SMILES: [C:1]([N:4]1[C:13]2[C:8](=[CH:9][C:10]([C:14]3[CH:24]=[CH:23][C:17]([C:18]([O:20]CC)=[O:19])=[CH:16][CH:15]=3)=[CH:11][CH:12]=2)[C@H:7]([NH:25][C:26]2[CH:31]=[CH:30][C:29]([Cl:32])=[CH:28][CH:27]=2)[CH2:6][C@@H:5]1[CH3:33])(=[O:3])[CH3:2].[OH-].[Na+].Cl>C(O)C>[C:1]([N:4]1[C:13]2[C:8](=[CH:9][C:10]([C:14]3[CH:24]=[CH:23][C:17]([C:18]([OH:20])=[O:19])=[CH:16][CH:15]=3)=[CH:11][CH:12]=2)[C@H:7]([NH:25][C:26]2[CH:27]=[CH:28][C:29]([Cl:32])=[CH:30][CH:31]=2)[CH2:6][C@@H:5]1[CH3:33])(=[O:3])[CH3:2] |f:1.2|. The reactants are C(C)(=O)N1[C@H](C[C@H](C2=CC(=CC=C12)C1=CC=C(C(=O)OCC)C=C1)NC1=CC=C(C=C1)Cl)C (Ethyl 4-{(2S,4R)-1-acetyl-4-[(4-chlorophenyl)amino]-2-methyl-1,2,3,4-tetrahydro-6-quinolinyl}benzoate), Cl (hydrochloric acid), Intermediate 17, [OH-].[Na+] (NaOH). The solvent is C(C)O (ethanol). Starting materials: O=C=Nc1ccc(C(F)(F)F)cc1, CC1NCCN(CCCC(=O)N2CCC3(CC3)C(O)C2)C1=O. The product is CC1C(=O)N(CCCC(=O)N2CCC3(CC3)C(O)C2)CCN1C(=O)Nc1ccc(C(F)(F)F)cc1. As a reaction SMILES: [F:23][C:24]([c:25]1[cH:26][cH:27][c:28]([N:31]=[C:32]=[O:33])[cH:29][cH:30]1)([F:34])[F:35].[OH:1][CH:2]1[C:3]2([CH2:4][CH2:5]2)[CH2:6][CH2:7][N:8]([C:10]([CH2:11][CH2:12][CH2:13][N:14]2[C:15](=[O:21])[CH:16]([CH3:20])[NH:17][CH2:18][CH2:19]2)=[O:22])[CH2:9]1>>[OH:1][CH:2]1[C:3]2([CH2:4][CH2:5]2)[CH2:6][CH2:7][N:8]([C:10]([CH2:11][CH2:12][CH2:13][N:14]2[C:15](=[O:21])[CH:16]([CH3:20])[N:17]([C:32]([NH:31][c:28]3[cH:27][cH:26][c:25]([C:24]([F:23])([F:34])[F:35])[cH:30][cH:29]3)=[O:33])[CH2:18][CH2:19]2)=[O:22])[CH2:9]1. Reactants: CN(C)CC1OC2=C(C(N(C1)C)=O)C=CC=N2 (2-[(dimethylamino)methyl]2,3-dihydro-4-methylpyrido[3,2-f][1,4]oxazepin-5(4H)-one), COC1=CC=C(C=C1)P1(SP(S1)(C1=CC=C(C=C1)OC)=S)=S (2,4-bis(4-methoxyphenyl)-1,3,2,4-dithiadiphosphetane-2,4-disulfide), C([O-])([O-])=O.[K+].[K+] (potassium carbonate). Solvent: C1(=CC=CC=C1)C (toluene), C1(=CC=CC=C1)C (toluene), C1(=CC=CC=C1)C (toluene). The product is C(\C=C\C(=O)O)(=O)O.CN(C)CC1OC2=C(C(N(C1)C)=S)C=CC=N2.CN(C)CC2OC1=C(C(N(C2)C)=S)C=CC=N1 (2-[(Dimethylamino)methyl]-2,3-dihydro-4-methylpyrido[3,2-f][1,4]oxazepine-5(4H)-thione hemifumarate). As a reaction SMILES: [CH3:1][N:2]([CH2:4][CH:5]1[CH2:11][N:10]([CH3:12])[C:9](=[O:13])[C:8]2[CH:14]=[CH:15][CH:16]=[N:17][C:7]=2[O:6]1)[CH3:3].C[O:19]C1C=CC(P2(=S)SP(=S)(C3C=CC(OC)=CC=3)[S:27]2)=CC=1.[C:40](=[O:43])([O-:42])[O-].[K+].[K+]>C1(C)C=CC=CC=1>[C:9]([OH:19])(=[O:13])/[CH:8]=[CH:14]/[C:40]([OH:42])=[O:43].[CH3:1][N:2]([CH2:4][CH:5]1[CH2:11][N:10]([CH3:12])[C:9](=[S:27])[C:8]2[CH:14]=[CH:15][CH:16]=[N:17][C:7]=2[O:6]1)[CH3:3].[CH3:1][N:2]([CH2:4][CH:5]1[CH2:11][N:10]([CH3:12])[C:9](=[S:27])[C:8]2[CH:14]=[CH:15][CH:16]=[N:17][C:7]=2[O:6]1)[CH3:3] |f:2.3.4,6.7.8|. Procedure details: To a solution of 4.8 g of 2-[(dimethylamino)methyl]2,3-dihydro-4-methylpyrido[3,2-f][1,4]oxazepin-5(4H)-one in 50 ml of toluene was added 4.9 g of 2,4-bis(4-methoxyphenyl)-1,3,2,4-dithiadiphosphetane-2,4-disulfide. The reaction mixture was kept at reflux for two hours. Concentrated potassium carbonate solution was added which caused separation to give a three-layer system: a toluene layer, an aqueous layer and a gummy layer. Only the toluene and aqueous layer contained the desired free base of t... Reactants: CC(C)(C)OC(=O)NC(Cc1cccc(CC(F)(F)C(F)F)c1)C(O)c1ccc(F)cc1, O=C(O)C(F)(F)F. Product: NC(Cc1cccc(CC(F)(F)C(F)F)c1)C(O)c1ccc(F)cc1. Reaction SMILES: [F:1][c:2]1[cH:3][cH:4][c:5]([CH:8]([CH:9]([CH2:10][c:11]2[cH:12][c:13]([CH2:17][C:18]([CH:19]([F:20])[F:21])([F:22])[F:23])[cH:14][cH:15][cH:16]2)[NH:24][C:25](=[O:26])[O:27][C:28]([CH3:29])([CH3:30])[CH3:31])[OH:32])[cH:6][cH:7]1.[OH:33][C:34]([C:35]([F:36])([F:37])[F:38])=[O:39]>>[F:1][c:2]1[cH:3][cH:4][c:5]([CH:8]([CH:9]([CH2:10][c:11]2[cH:12][c:13]([CH2:17][C:18]([CH:19]([F:20])[F:21])([F:22])[F:23])[cH:14][cH:15][cH:16]2)[NH2:24])[OH:32])[cH:6][cH:7]1. The reactants are Cc1ccc([N+](=O)[O-])c(NC(=O)c2ccccc2)c1, CC(C)O, [Cl-], [Fe], [NH4+]. Product: Cc1ccc(N)c(NC(=O)c2ccccc2)c1. RXN SMILES: [CH3:1][c:2]1[cH:3][cH:4][c:5]([N+:17]([O-:18])=[O:19])[c:6]([NH:8][C:9]([c:10]2[cH:11][cH:12][cH:13][cH:14][cH:15]2)=[O:16])[cH:7]1.[CH:22]([OH:23])([CH3:24])[CH3:25].[Cl-:20].[Fe:26].[NH4+:21]>>[CH3:1][c:2]1[cH:3][cH:4][c:5]([NH2:17])[c:6]([NH:8][C:9]([c:10]2[cH:11][cH:12][cH:13][cH:14][cH:15]2)=[O:16])[cH:7]1.